Dataset: the Open Reaction Database (ORD), a public repository of structured organic reaction records. Task: describe an organic reaction: reactants, conditions, products, and yield Reactants: C(C1=CC=CC=C1)O[C@@H]1[C@@H](CCC1)C1=NN=C2N1C1=CC(=C(C=C1NC2=O)C(=O)N2CC1=CC=CC=C1C2)C (1-[cis-2-(benzyloxy)cyclopentyl]-7-(1,3-dihydro-2H-isoindol-2-ylcarbonyl)-8-methyl[1,2,4]triazolo[4,3-a]quinoxalin-4(5H)-one). Reagents/catalysts: [Pd] (palladium on carbon). The solvent is C(C)O (ethanol). Reaction conditions: time 8 hour. Product: C1N(CC2=CC=CC=C12)C(=O)C=1C=C2NC(C=3N(C2=CC1C)C(=NN3)[C@H]3[C@H](CCC3)O)=O (7-(1,3-dihydro-2H-isoindol-2-ylcarbonyl)-1-[cis-2-hydroxycyclopentyl]-8-methyl[1,2,4]triazolo[4,3-a]quinoxalin-4(5H)-one). The yield is 38.9%. As a reaction SMILES: C([O:8][C@H:9]1[CH2:13][CH2:12][CH2:11][C@H:10]1[C:14]1[N:18]2[C:19]3[C:24]([NH:25][C:26](=[O:27])[C:17]2=[N:16][N:15]=1)=[CH:23][C:22]([C:28]([N:30]1[CH2:38][C:37]2[C:32](=[CH:33][CH:34]=[CH:35][CH:36]=2)[CH2:31]1)=[O:29])=[C:21]([CH3:39])[CH:20]=3)C1C=CC=CC=1>[Pd].C(O)C>[CH2:31]1[C:32]2[C:37](=[CH:36][CH:35]=[CH:34][CH:33]=2)[CH2:38][N:30]1[C:28]([C:22]1[CH:23]=[C:24]2[C:19](=[CH:20][C:21]=1[CH3:39])[N:18]1[C:14]([C@@H:10]3[CH2:11][CH2:12][CH2:13][C@@H:9]3[OH:8])=[N:15][N:16]=[C:17]1[C:26](=[O:27])[NH:25]2)=[O:29]. Procedure details: To a mixture of 0.355 g of 1-[cis-2-(benzyloxy)cyclopentyl]-7-(1,3-dihydro-2H-isoindol-2-ylcarbonyl)-8-methyl[1,2,4]triazolo[4,3-a]quinoxalin-4(5H)-one and 50.0 mL of ethanol was added 142 mg of 10% palladium on carbon (50% wet), followed by stirring overnight under a hydrogen atmosphere. The reaction mixture was filtered through celite and the filtrate was concentrated under reduced pressure. The obtained residue was purified by silica gel column chromatography (chloroform/methanol=97/3 to 90/1...